This data is from the Open Reaction Database (ORD), a public repository of structured organic reaction records. The task is: describe an organic reaction: reactants, conditions, products, and yield Starting materials: CC1(C2CC3CC(CC1C3)(C2)C2=CC=CC=C2)O (2-methyl-5-phenyl-adamantan-2-ol), [OH-].[K+] (KOH), ice, [O-]Cl.[Na+] (NaOCl). The reagents and catalysts are [N+](CCCC)(CCCC)(CCCC)CCCC.[I-] (n-Bu4NI). Solvent: CC(=O)O (AcOH), C1CCOC1 (THF). Reaction conditions: time 1.5 hour. Product: C1(=CC=CC=C1)C12CC3(CC(CC3C1)C2)C(C)=O (1-(1-phenyltricyclo[3.3.1.03,7]non-3-yl)ethanone). The yield is 251.9%. RXN SMILES: [CH3:1][C:2]1([OH:18])[CH:9]2[CH2:10][CH:5]3[CH2:6][C:7]([C:12]4[CH:17]=[CH:16][CH:15]=[CH:14][CH:13]=4)([CH2:11][CH:3]1[CH2:4]3)[CH2:8]2.[O-]Cl.[Na+].[OH-].[K+]>CC(O)=O.C1COCC1.[N+](CCCC)(CCCC)(CCCC)CCCC.[I-]>[C:12]1([C:7]23[CH2:6][CH:5]4[CH2:10][CH:9]([CH2:8]2)[C:3]([C:2](=[O:18])[CH3:1])([CH2:4]4)[CH2:11]3)[CH:13]=[CH:14][CH:15]=[CH:16][CH:17]=1 |f:1.2,3.4,7.8|. Procedure: 2-Methyl-5-phenyl-adamantan-2-ol (20 g, 82.6 mmol) obtained in step III, (86 g, 355.4 mmol), dissolved in a mixture of AcOH (76.3 mL) and THF (360 mL) was added dropwise via an addition funnel to the ice bath cooled NaOCl (4%, 3.5 L) solution over a period of 15 minutes. Solid n-Bu4NI (13.1 g, 35.6 mmol) was added and the reaction mixture was stirred for 1.5 h. The two layers were separated, the aqueous layer was extracted with diisopropylether and the combined organic layer was washed with wate... Procedure: Prepared by the method of Example 15b), from N-(2-hydroxy-3,4-difluorophenyl)-2-fluoro-5-nitrobenzamide (718 mg, 2.3 mmol) and p-toluenesulfonic acid monohydrate (961 g, 5.1 mmol) the subtitle compound was obtained (303 mg, 45%). 1H NMR (DMSO) δ 8.92(m, 1H), 8.57(m, 1H), 7.85(d, 1H), 7.81(m, 1H), 7.61(m, 1H). RXN SMILES: O[C:2]1[C:7]([F:8])=[C:6]([F:9])[CH:5]=[CH:4][C:3]=1[NH:10][C:11](=[O:22])[C:12]1[CH:17]=[C:16]([N+:18]([O-:20])=[O:19])[CH:15]=[CH:14][C:13]=1[F:21].O.C1(C)C=CC(S(O)(=O)=O)=CC=1>>[N+:18]([C:16]1[CH:17]=[C:12]([C:11]2[O:22][C:2]3[C:7]([F:8])=[C:6]([F:9])[CH:5]=[CH:4][C:3]=3[N:10]=2)[C:13]([F:21])=[CH:14][CH:15]=1)([O-:20])=[O:19] |f:1.2|. The reactants are OC1=C(C=CC(=C1F)F)NC(C1=C(C=CC(=C1)[N+](=O)[O-])F)=O (N-(2-hydroxy-3,4-difluorophenyl)-2-fluoro-5-nitrobenzamide), O.C1(=CC=C(C=C1)S(=O)(=O)O)C (p-toluenesulfonic acid monohydrate). The product is [N+](=O)([O-])C=1C=C(C(=CC1)F)C=1OC2=C(N1)C=CC(=C2F)F (2-(3-Nitro-6-fluorophenyl)-6,7-difluorobenzoxazole). Starting materials: C(=O)(O)CCCCC1(NOC=C1)C (3-(4-carboxybutyl)-3-methylisoxazole), [H-].[Al+3].[Li+].[H-].[H-].[H-] (lithium aluminum hydride), CC1=CC(=NO1)CCCO (5-Methyl-3-(3-hydroxypropyl)isoxazole). Yields the product OCCCCCC1=NOC(=C1)C (3-(5-Hydroxypentyl)-5-methylisoxazole). Isolated yield 84.0%. As a reaction SMILES: [C:1]([CH2:4][CH2:5][CH2:6][CH2:7][C:8]1(C)[CH:12]=[CH:11][O:10][NH:9]1)([OH:3])=O.[H-].[Al+3].[Li+].[H-].[H-].[H-].[CH3:20]C1ON=C(CCCO)C=1>>[OH:3][CH2:1][CH2:4][CH2:5][CH2:6][CH2:7][C:8]1[CH:12]=[C:11]([CH3:20])[O:10][N:9]=1 |f:1.2.3.4.5.6|. Procedure: 3-(5-Hydroxypentyl)-5-methylisoxazole was prepared by reduction of 3-(4-carboxybutyl)-3-methylisoxazole with lithium aluminum hydride according to the procedure of part (e) above, and was obtained in 84% yield as an oil, b.p. 115°-125° C. (0.1 mm). Starting materials: [N+](=O)([O-])C1=CC=C(C=C1)S(=O)(=O)Cl (4-nitrophenylsulfonyl chloride), C1(=CC=CC=C1)C(CC)NC(=O)C=1C=C2C=CNC2=CC1 (N-(1-phenylpropyl)-1H-indole-5-carboxamide). Yields the product [N+](=O)([O-])C1=CC=C(C=C1)S(=O)(=O)N1C=CC2=CC(=CC=C12)C(=O)NC(CC)C1=CC=CC=C1 (1-(4-nitrophenylsulfonyl)-N-(1-phenylpropyl)-1H-indole-5-carboxamide). Procedure: The title compound was prepared following the same general protocol as described in Example 28, using 4-nitrophenylsulfonyl chloride and N-(1-phenylpropyl)-1H-indole-5-carboxamide. LC-MS 464 (M+H). RXN SMILES: [N+:1]([C:4]1[CH:9]=[CH:8][C:7]([S:10](Cl)(=[O:12])=[O:11])=[CH:6][CH:5]=1)([O-:3])=[O:2].[C:14]1([CH:20]([NH:23][C:24]([C:26]2[CH:27]=[C:28]3[C:32](=[CH:33][CH:34]=2)[NH:31][CH:30]=[CH:29]3)=[O:25])[CH2:21][CH3:22])[CH:19]=[CH:18][CH:17]=[CH:16][CH:15]=1>>[N+:1]([C:4]1[CH:9]=[CH:8][C:7]([S:10]([N:31]2[C:32]3[C:28](=[CH:27][C:26]([C:24]([NH:23][CH:20]([C:14]4[CH:15]=[CH:16][CH:17]=[CH:18][CH:19]=4)[CH2:21][CH3:22])=[O:25])=[CH:34][CH:33]=3)[CH:29]=[CH:30]2)(=[O:12])=[O:11])=[CH:6][CH:5]=1)([O-:3])=[O:2]. Reactants: OC1=NC(=NC=C1C(=O)NC(C1=CC=C(C=C1)P(OCC)(=O)CCC)C1=CC=CC=C1)N1N=CC=C1 (ethyl 4-((4-hydroxy-2-(1H-pyrazol-1-yl)pyrimidine-5-carboxamido)(phenyl)methyl)phenyl(propyl)phosphinate), OC1=NC(=NC=C1C(=O)NC(C1=CC=C(C=C1)P(OCC)(=O)CCC)C1=CC=CC=C1)N1N=CC=C1 (Ethyl 4-((4-hydroxy-2-(1H-pyrazol-1-yl)pyrimidine-5-carboxamido)(phenyl)methyl)phenyl(propyl)phosphinate), [OH-].[Na+] (NaOH). The solvent is O1CCOCC1 (dioxane). Run at temperature 85 celsius, time 7 hour. Yields the product OC1=NC(=NC=C1C(=O)NC(C1=CC=C(C=C1)P(O)(=O)CCC)C1=CC=CC=C1)N1N=CC=C1 (4-((4-hydroxy-2-(1H-pyrazol-1-yl)pyrimidine-5-carboxamido)(phenyl)methyl)phenyl(propyl)phosphinic acid). Reaction SMILES: [OH:1][C:2]1[C:7]([C:8]([NH:10][CH:11]([C:26]2[CH:31]=[CH:30][CH:29]=[CH:28][CH:27]=2)[C:12]2[CH:17]=[CH:16][C:15]([P:18]([CH2:23][CH2:24][CH3:25])(=[O:22])[O:19]CC)=[CH:14][CH:13]=2)=[O:9])=[CH:6][N:5]=[C:4]([N:32]2[CH:36]=[CH:35][CH:34]=[N:33]2)[N:3]=1.[OH-].[Na+]>O1CCOCC1>[OH:1][C:2]1[C:7]([C:8]([NH:10][CH:11]([C:26]2[CH:27]=[CH:28][CH:29]=[CH:30][CH:31]=2)[C:12]2[CH:13]=[CH:14][C:15]([P:18]([CH2:23][CH2:24][CH3:25])(=[O:19])[OH:22])=[CH:16][CH:17]=2)=[O:9])=[CH:6][N:5]=[C:4]([N:32]2[CH:36]=[CH:35][CH:34]=[N:33]2)[N:3]=1 |f:1.2|. Procedure: To a solution of ethyl 4-((4-hydroxy-2-(1H-pyrazol-1-yl)pyrimidine-5-carboxamido)(phenyl)methyl)phenyl(propyl)phosphinate, 16-f, (2.1 g, 4.16 mmol) in dioxane (30 ml) was added 2N NaOH (0.83 g, 20.8 mmol). The mixture was stirred at 85° C. for 6-8 hours, then evaporated the solvent and the residue was added water (20 ml) and extracted with ethyl acetate (30 ml) twice. The aqueous phase was adjusted to pH=1˜2 with conc. HCl, then filtered, and the filtered solid was washed with water, dried to gi... Reaction SMILES: [BH4-:19].[CH3:1][O:2][C:3]([CH:4]=[C:5]1[CH2:6][CH:7]([CH2:9][O:10][CH2:11][c:12]2[cH:13][cH:14][cH:15][cH:16][cH:17]2)[CH2:8]1)=[O:18].[CH3:21][OH:22].[Na+:20].[Ni:23]([Cl:24])[Cl:25]>>[CH3:1][O:2][C:3]([CH2:4][CH:5]1[CH2:6][CH:7]([CH2:9][O:10][CH2:11][c:12]2[cH:13][cH:14][cH:15][cH:16][cH:17]2)[CH2:8]1)=[O:18]. The product is COC(=O)CC1CC(COCc2ccccc2)C1. Starting materials: [BH4-], COC(=O)C=C1CC(COCc2ccccc2)C1, CO, [Na+], Cl[Ni]Cl. Procedure: A solution of propargyl alcohol (5.6 g.) and dihydropyran (8.4 g.) in chloroform (16 ml.) was stirred in an ice-bath while a solution of phosphorus oxychloride (0.05 ml.) in chloroform (1 ml.) was added. After stirring for 2 hours at 10°-20° diethyl ether and water were added. The ethereal solution was separated and washed with water, saturated sodium carbonate solution and brine, dried over anhydrous magnesium sulphate and evaporated. Distillation yielded prop-2-ynyl tetrahydropyranyl ether (7.... The reactants are C(C)OCC (diethyl ether), C(C#C)O (propargyl alcohol), O1CCCC=C1 (dihydropyran), P(=O)(Cl)(Cl)Cl (phosphorus oxychloride). RXN SMILES: [CH2:1]([OH:4])[C:2]#[CH:3].[O:5]1[CH:10]=[CH:9][CH2:8][CH2:7][CH2:6]1.P(Cl)(Cl)(Cl)=O.C(OCC)C>C(Cl)(Cl)Cl.O>[O:5]1[CH2:6][CH2:7][CH2:8][CH2:9][CH:10]1[O:4][CH2:1][C:2]#[CH:3]. The yield is 50.0%. Yields the product O1C(CCCC1)OCC#C (prop-2-ynyl tetrahydropyranyl ether). Solvent: O (water), C(Cl)(Cl)Cl (chloroform), C(Cl)(Cl)Cl (chloroform). Reactants: C(CCCCCCCCCCCCC)(=O)O (tetradecanoic acid), C(C#C)O (propargyl alcohol), N1=CC=CC=C1 (pyridine), S(=O)(Cl)Cl (thionyl chloride), CN(C=O)C (dimethylformamide). Run in O (water), CCOCC (ether), CCOCC (ether). Run at time 2 hour. Yields the product C(CCCCCCCCCCCCC)(=O)OCC#C (propargyl tetradecanoate). As a reaction SMILES: [C:1]([OH:16])(=[O:15])[CH2:2][CH2:3][CH2:4][CH2:5][CH2:6][CH2:7][CH2:8][CH2:9][CH2:10][CH2:11][CH2:12][CH2:13][CH3:14].S(Cl)(Cl)=O.CN(C)C=O.[CH2:26](O)[C:27]#[CH:28].N1C=CC=CC=1>O.CCOCC>[C:1]([O:16][CH2:28][C:27]#[CH:26])(=[O:15])[CH2:2][CH2:3][CH2:4][CH2:5][CH2:6][CH2:7][CH2:8][CH2:9][CH2:10][CH2:11][CH2:12][CH2:13][CH3:14]. Reported procedure: To a solution of 3.00 g. (13.5 mmoles) of tetradecanoic acid in 40 ml. of dry ether at 0° is added 1.42 ml. (19.74 mmoles) of thionyl chloride and 0.2 ml (2.63 mmoles) of dimethylformamide. The solution is allowed to warm to room temperature and then is stirred for 21/2 hours. The solvent is removed from the top layer of the now biphasic mixture by evaporation and the residue is taken up in 30 ml. of ether. To this solution at 0° under nitrogen is added 1.15 ml. (19.75 mmoles) of propargyl alcoh...